Task: describe an organic reaction: reactants, conditions, products, and yield. Dataset: the Open Reaction Database (ORD), a public repository of structured organic reaction records The reactants are C(CCC)[Li] (butyl lithium), ClC1=C(N)C(=CC=C1)C (2-chloro-6-methylaniline), CC1=NC(=NC(=C1)C)S(=O)(=O)F (4,6-dimethyl-2-pyrimidinesulfonyl fluoride). Solvent: C(OC)COC (dimethoxyethane). Run at temperature 25 celsius, time 15 minute. Product: ClC1=C(C(=CC=C1)C)NS(=O)(=O)C1=NC(=CC(=N1)C)C (N-(2-Chloro-6-methylphenyl)-4,6-dimethyl-2-pyrimidinesulfonamide). RXN SMILES: [Cl:1][C:2]1[CH:8]=[CH:7][CH:6]=[C:5]([CH3:9])[C:3]=1[NH2:4].C([Li])CCC.[CH3:15][C:16]1[CH:21]=[C:20]([CH3:22])[N:19]=[C:18]([S:23](F)(=[O:25])=[O:24])[N:17]=1>C(COC)OC>[Cl:1][C:2]1[CH:8]=[CH:7][CH:6]=[C:5]([CH3:9])[C:3]=1[NH:4][S:23]([C:18]1[N:17]=[C:16]([CH3:15])[CH:21]=[C:20]([CH3:22])[N:19]=1)(=[O:24])=[O:25]. Procedure details: To a solution of 2-chloro-6-methylaniline (0.5 g, 3.5 mmol) in dimethoxyethane (15 mL) cooled to 0° C. was added butyl lithium (2.2 mL, 3.5 mmol) and the mixture was allowed to stir for 15 minutes. Then 4,6-dimethyl-2-pyrimidinesulfonyl fluoride (0.66 g, 3.5 mmol), prepared according to Brown and Hoskins, J. Chem. Soc. Perkin 1, 522-527 (1972) was added. The mixture stirred with warming to 25° C. for 1 hour. The mixture was concentrated and the residue triturated with butyl chloride. The resulta... Reactants: NCC1CC1 (aminomethylcyclopropane), C[Al](C)C (trimethylaluminum), COC(=O)C=1N=NC(=CC1)NCC=1C(=NOC1C)C1=CC=CC=C1 (6-[(5-methyl-3-phenyl-isoxazol-4-ylmethyl)-amino]-pyridazine-3-carboxylic acid methyl ester), O (water). Run in O1CCOCC1 (dioxane), O1CCOCC1 (dioxane). Run at time 1 hour. The product is C1(CC1)CNC(=O)C=1N=NC(=CC1)NCC=1C(=NOC1C)C1=CC=CC=C1 (6-[(5-Methyl-3-phenyl-isoxazol-4-ylmethyl)-amino]-pyridazine-3-carboxylic acid cyclopropylmethyl-amide). Yield: 55.0%. RXN SMILES: [NH2:1][CH2:2][CH:3]1[CH2:5][CH2:4]1.C[Al](C)C.C[O:11][C:12]([C:14]1[N:15]=[N:16][C:17]([NH:20][CH2:21][C:22]2[C:23]([C:28]3[CH:33]=[CH:32][CH:31]=[CH:30][CH:29]=3)=[N:24][O:25][C:26]=2[CH3:27])=[CH:18][CH:19]=1)=O.O>O1CCOCC1>[CH:3]1([CH2:2][NH:1][C:12]([C:14]2[N:15]=[N:16][C:17]([NH:20][CH2:21][C:22]3[C:23]([C:28]4[CH:33]=[CH:32][CH:31]=[CH:30][CH:29]=4)=[N:24][O:25][C:26]=3[CH3:27])=[CH:18][CH:19]=2)=[O:11])[CH2:5][CH2:4]1. Procedure: To a solution of aminomethylcyclopropane (0.11 mL, 1.2 mmol) in dioxane (5 mL) was added dropwise trimethylaluminum solution (2 M solution in hexane, 0.62 mL, 1.24 mmol). After stirring for 1 h at room temperature a suspension of 6-[(5-methyl-3-phenyl-isoxazol-4-ylmethyl)-amino]-pyridazine-3-carboxylic acid methyl ester (100 mg, 0.3 mmol) in dioxane (5 mL) was added. The reaction mixture was stirred at 90° C. for 2 h, cooled to room temperature and poured into water. Extraction (ethyl acetate/sa... Starting materials: COC(=O)c1ccc(C(=O)Cl)cc1, CC#N, Nc1nn(Cc2ccc(OC(F)F)cc2)c2ccccc12, NCCNCCN, O=C([O-])[O-]. The product is COC(=O)c1ccc(C(=O)Nc2nn(Cc3ccc(OC(F)F)cc3)c3ccccc23)cc1. Reaction SMILES: [CH3:1][O:2][C:3]([c:4]1[cH:5][cH:6][c:7]([C:10](=[O:11])[Cl:12])[cH:8][cH:9]1)=[O:13].[CH3:46][C:47]#[N:48].[F:14][CH:15]([O:16][c:17]1[cH:18][cH:19][c:20]([CH2:21][n:22]2[n:23][c:24]([NH2:31])[c:25]3[cH:26][cH:27][cH:28][cH:29][c:30]23)[cH:32][cH:33]1)[F:34].[NH2:39][CH2:40][CH2:41][NH:42][CH2:43][CH2:44][NH2:45].[O-:35][C:36](=[O:37])[O-:38]>>[CH3:1][O:2][C:3]([c:4]1[cH:5][cH:6][c:7]([C:10](=[O:11])[NH:31][c:24]2[n:23][n:22]([CH2:21][c:20]3[cH:19][cH:18][c:17]([O:16][CH:15]([F:14])[F:34])[cH:33][cH:32]3)[c:30]3[c:25]2[cH:26][cH:27][cH:28][cH:29]3)[cH:8][cH:9]1)=[O:13].